This data is from the Open Reaction Database (ORD), a public repository of structured organic reaction records. The task is: describe an organic reaction: reactants, conditions, products, and yield Yields the product Cl.Cl.ClC=1C2=C(N=CN1)NC(=C2)C=2CCNCC2 (4-Chloro-6-(1,2,3,6-tetrahydropyridin-4-yl)-7H-pyrrolo[2,3-d]pyrimidine bis-hydrochloride). RXN SMILES: C(OC([N:8]1[CH2:13][CH:12]=[C:11]([C:14]2[NH:23][C:17]3[N:18]=[CH:19][N:20]=[C:21]([Cl:22])[C:16]=3[CH:15]=2)[CH2:10][CH2:9]1)=O)(C)(C)C.[ClH:24].O1CCOCC1>>[ClH:22].[ClH:24].[Cl:22][C:21]1[C:16]2[CH:15]=[C:14]([C:11]3[CH2:12][CH2:13][NH:8][CH2:9][CH:10]=3)[NH:23][C:17]=2[N:18]=[CH:19][N:20]=1 |f:3.4.5|. Reported procedure: To 4-(4-chloro-7H-pyrrolo[2,3-d]pyrimidin-6-yl)-3,6-dihydro-2H-pyridine-1-carboxylic acid tert-butyl ester (601.6 mg, 1.797 mmol, 1 eq), a 4.0 M solution of HCl in 1,4-dioxane (15 mL, 33 eq) was added and the reaction was stirred at rt for 18 h. The solid was then filtered off, washed several times with ether, and dried under vacuum pressure, yielding the title compound as a yellow solid. 1H NMR (400 MHz, DMSOd6): δ=2.77 (s, 2H), 3.33 (d, J=4.8 Hz, 2H), 3.83 (s, br, 2H), 5.27-5.65 (s, br, —NH+H2... The reactants are C(C)(C)(C)OC(=O)N1CCC(=CC1)C1=CC2=C(N=CN=C2Cl)N1 (4-(4-chloro-7H-pyrrolo[2,3-d]pyrimidin-6-yl)-3,6-dihydro-2H-pyridine-1-carboxylic acid tert-butyl ester), solution, Cl (HCl), O1CCOCC1 (1,4-dioxane). Reaction conditions: time 18 hour. Starting materials: ClC(C(CC)Cl)=O (α-chlorobutanoyl chloride), C(C)OC(CNCC1OCCO1)OCC (N-(2,2-Diethoxyethyl)-N-(1,3-dioxolan-2-ylmethyl)amine), C1=CC=CC=C1 (benzene), C([O-])([O-])=O.[Na+].[Na+] (sodium carbonate). The solvent is O (water). Product: C(C)OC(CN(C(C(CC)Cl)=O)CC1OCCO1)OCC (N-(2,2-diethoxyethyl)-N-(1,3-dioxolan-2-ylmethyl)-α-chlorobutanamide). As a reaction SMILES: [CH2:1]([O:3][CH:4]([O:13][CH2:14][CH3:15])[CH2:5][NH:6][CH2:7][CH:8]1[O:12][CH2:11][CH2:10][O:9]1)[CH3:2].C1C=CC=CC=1.C(=O)([O-])[O-].[Na+].[Na+].Cl[C:29](=[O:34])[CH:30]([Cl:33])[CH2:31][CH3:32]>O>[CH2:1]([O:3][CH:4]([O:13][CH2:14][CH3:15])[CH2:5][N:6]([CH2:7][CH:8]1[O:12][CH2:11][CH2:10][O:9]1)[C:29](=[O:34])[CH:30]([Cl:33])[CH2:31][CH3:32])[CH3:2] |f:2.3.4|. Reported procedure: N-(2,2-Diethoxyethyl)-N-(1,3-dioxolan-2-ylmethyl)amine (0.05 mole), benzene (100 ml), water (100 ml) and sodium carbonate (2 grams) are charged into a glass reaction vessel equipped with a mechanical stirrer and thermometer. The reaction mixture is cooled to a temperature of from 5° to 10° C and α-chlorobutanoyl chloride (0.05 mole) is added dropwise with stirring. After the addition is completed stirring is continued until the reaction mixture has reached room temperature. After this time the o... The reactants are CC(C)(C)OC(=O)NC1CCC(CNc2nc(NCc3ccccc3OC(F)(F)F)ncc2Br)CC1, CCOC(C)=O, CC(C)NC(C)C, [Cu]I, C1COCCO1, C#Cc1ccccc1. Product: CC(C)(C)OC(=O)NC1CCC(CNc2nc(NCc3ccccc3OC(F)(F)F)ncc2C#Cc2ccccc2)CC1. Reaction SMILES: [C:1]([CH3:2])([CH3:3])([CH3:4])[O:5][C:6]([NH:7][CH:8]1[CH2:9][CH2:10][CH:11]([CH2:14][NH:15][c:16]2[n:17][c:18]([NH:23][CH2:24][c:25]3[c:26]([O:31][C:32]([F:33])([F:34])[F:35])[cH:27][cH:28][cH:29][cH:30]3)[n:19][cH:20][c:21]2[Br:22])[CH2:12][CH2:13]1)=[O:36].[CH3:60][CH2:61][O:62][C:63]([CH3:64])=[O:65].[CH:43]([NH:44][CH:45]([CH3:46])[CH3:47])([CH3:48])[CH3:49].[Cu:58][I:59].[O:37]1[CH2:38][CH2:39][O:40][CH2:41][CH2:42]1.[c:50]1([C:56]#[CH:57])[cH:51][cH:52][cH:53][cH:54][cH:55]1>>[C:1]([CH3:2])([CH3:3])([CH3:4])[O:5][C:6]([NH:7][CH:8]1[CH2:9][CH2:10][CH:11]([CH2:14][NH:15][c:16]2[n:17][c:18]([NH:23][CH2:24][c:25]3[c:26]([O:31][C:32]([F:33])([F:34])[F:35])[cH:27][cH:28][cH:29][cH:30]3)[n:19][cH:20][c:21]2[C:57]#[C:56][c:50]2[cH:51][cH:52][cH:53][cH:54][cH:55]2)[CH2:12][CH2:13]1)=[O:36]. The reactants are CO, CCCCCCCCOC(=O)Cl, ClCCl, Cl, CCOC(=O)CCN(C(=O)c1ccc2c(c1)nc(CNc1ccc(C(=N)N)cc1)n2C)c1ccccn1. Yields the product CCCCCCCCOC(=O)NC(=N)c1ccc(NCc2nc3cc(C(=O)N(CCC(=O)OCC)c4ccccn4)ccc3n2C)cc1. Reaction SMILES: [CH3:51][OH:52].[Cl:39][C:40](=[O:41])[O:42][CH2:43][CH2:44][CH2:45][CH2:46][CH2:47][CH2:48][CH2:49][CH3:50].[Cl:53][CH2:54][Cl:55].[ClH:1].[n:2]1[c:3]([N:8]([C:9](=[O:10])[c:11]2[cH:12][c:13]3[c:14]([n:15]([CH3:29])[c:16]([CH2:18][NH:19][c:20]4[cH:21][cH:22][c:23]([C:26]([NH2:27])=[NH:28])[cH:24][cH:25]4)[n:17]3)[cH:30][cH:31]2)[CH2:32][CH2:33][C:34](=[O:35])[O:36][CH2:37][CH3:38])[cH:4][cH:5][cH:6][cH:7]1>>[n:2]1[c:3]([N:8]([C:9](=[O:10])[c:11]2[cH:12][c:13]3[c:14]([n:15]([CH3:29])[c:16]([CH2:18][NH:19][c:20]4[cH:21][cH:22][c:23]([C:26](=[NH:27])[NH:28][C:40](=[O:41])[O:42][CH2:43][CH2:44][CH2:45][CH2:46][CH2:47][CH2:48][CH2:49][CH3:50])[cH:24][cH:25]4)[n:17]3)[cH:30][cH:31]2)[CH2:32][CH2:33][C:34](=[O:35])[O:36][CH2:37][CH3:38])[cH:4][cH:5][cH:6][cH:7]1. The reactants are NC=1C(=NC2=CC=CC=C2C1NCCC1CCN(CC1)C(C1=CC=CC=C1)(C1=CC=CC=C1)C1=CC=CC=C1)Cl (3-amino-2-chloro-4-[2-(N-triphenylmethyl-4-piperidyl)-ethylamino]quinoline), C(OCC)([O-])[O-] (ethyl orthoformate), O.C1(=CC=C(C=C1)S(=O)(=O)O)C (p-toluenesulfonic acid monohydrate). Solvent: C1(=CC=CC=C1)C (toluene). Yields the product ClC1=NC=2C=CC=CC2C2=C1N=CN2CCC2CCN(CC2)C(C2=CC=CC=C2)(C2=CC=CC=C2)C2=CC=CC=C2 (4-Chloro-1-[2-(N-triphenylmethyl-4-piperidyl)ethyl]-1H-imidazo[4,5-c]-quinoline). As a reaction SMILES: [NH2:1][C:2]1[C:3]([Cl:40])=[N:4][C:5]2[C:10]([C:11]=1[NH:12][CH2:13][CH2:14][CH:15]1[CH2:20][CH2:19][N:18]([C:21]([C:34]3[CH:39]=[CH:38][CH:37]=[CH:36][CH:35]=3)([C:28]3[CH:33]=[CH:32][CH:31]=[CH:30][CH:29]=3)[C:22]3[CH:27]=[CH:26][CH:25]=[CH:24][CH:23]=3)[CH2:17][CH2:16]1)=[CH:9][CH:8]=[CH:7][CH:6]=2.[CH:41]([O-])([O-])OCC.O.C1(C)C=CC(S(O)(=O)=O)=CC=1>C1(C)C=CC=CC=1>[Cl:40][C:3]1[C:2]2[N:1]=[CH:41][N:12]([CH2:13][CH2:14][CH:15]3[CH2:20][CH2:19][N:18]([C:21]([C:34]4[CH:35]=[CH:36][CH:37]=[CH:38][CH:39]=4)([C:28]4[CH:29]=[CH:30][CH:31]=[CH:32][CH:33]=4)[C:22]4[CH:23]=[CH:24][CH:25]=[CH:26][CH:27]=4)[CH2:17][CH2:16]3)[C:11]=2[C:10]2[CH:9]=[CH:8][CH:7]=[CH:6][C:5]=2[N:4]=1 |f:2.3|. Procedure: A solution of 19.9 g of 3-amino-2-chloro-4-[2-(N-triphenylmethyl-4-piperidyl)-ethylamino]quinoline, 24.1 ml of ethyl orthoformate and 0.68 g of p-toluenesulfonic acid monohydrate in 200 ml of toluene was refluxed for 6 hours. After cooling, the precipitated crystals were collected by filtration, and washed with diisopropyl ether to give 16.4 g of colorless crystals. Recrystallization from a mixture of methanol and tetrahydrofuran gave colorless crystals having the melting point of from 229 to 23... The reactants are [N+](=O)([O-])C1=C(C=CC=C1)NC1=C(C=CC=C1)F (N-(2-Nitrophenyl)-2-fluoroaniline), [OH-].C(C1=CC=CC=C1)[N+](C)(C)C (benzyltrimethylammonium hydroxide). Run in C(C=C)#N (acrylonitrile), CO (methanol). Run at temperature 55 celsius, time 3 hour. Product: [N+](=O)([O-])C1=C(C=CC=C1)N(C1=C(C=CC=C1)F)CCC#N (N-(2-nitrophenyl)-N-(2-cyanoethyl)-2-fluoroaniline). As a reaction SMILES: [N+:1]([C:4]1[CH:9]=[CH:8][CH:7]=[CH:6][C:5]=1[NH:10][C:11]1[CH:16]=[CH:15][CH:14]=[CH:13][C:12]=1[F:17])([O-:3])=[O:2].[OH-].[CH2:19]([N+:26](C)(C)C)[C:20]1C=CC=C[CH:21]=1>C(#N)C=C.CO>[N+:1]([C:4]1[CH:9]=[CH:8][CH:7]=[CH:6][C:5]=1[N:10]([CH2:21][CH2:20][C:19]#[N:26])[C:11]1[CH:16]=[CH:15][CH:14]=[CH:13][C:12]=1[F:17])([O-:3])=[O:2] |f:1.2|. Reported procedure: N-(2-Nitrophenyl)-2-fluoroaniline (17.8 g) was dissolved in acrylonitrile (100 ml), triton B (40% benzyltrimethylammonium hydroxide in methanol) (1.0 ml) was added, the mixture was stirred at 50-60° C. for 3 hours. The reaction mixture was concentrated under reduced pressure, the residue was purified by silica gel column chromatography (n-hexane:ethyl acetate=4:1), to thereby obtain 6.37 g of the titled compound as a orange color crystal. Reactants: [Br-].C(CCCC)[P+](C1=CC=CC=C1)(C1=CC=CC=C1)C1=CC=CC=C1 (Pentyltriphenylphosphonium bromide), CCOCC (ether), C(CCC)[Li] (n-butyllithium), CC1(N=C(OC1)C=1C=CC(=C(C=O)C1)OC)C (5-(4,4-dimethyl-4,5-dihydrooxazol-2-yl)-2-methoxybenzaldehyde). The solvent is O (Water), CCCCCC (hexane), C1CCOC1 (THF). Conditions: time 2 hour. Yields the product C(=CCCCC)C=1C=C(C=CC1OC)C=1OCC(N1)(C)C (2-[3-(1-hexenyl)-4-methoxyphenyl]-4,4-dimethyl-4,5-dihydrooxazole). Isolated yield 78.7%. RXN SMILES: [Br-].[CH2:2]([P+](C1C=CC=CC=1)(C1C=CC=CC=1)C1C=CC=CC=1)[CH2:3][CH2:4][CH2:5][CH3:6].CCOCC.C([Li])CCC.[CH3:36][C:37]1([CH3:52])[CH2:41][O:40][C:39]([C:42]2[CH:43]=[CH:44][C:45]([O:50][CH3:51])=[C:46]([CH:49]=2)[CH:47]=O)=[N:38]1>O.C1COCC1.CCCCCC>[CH:47]([C:46]1[CH:49]=[C:42]([C:39]2[O:40][CH2:41][C:37]([CH3:52])([CH3:36])[N:38]=2)[CH:43]=[CH:44][C:45]=1[O:50][CH3:51])=[CH:2][CH2:3][CH2:4][CH2:5][CH3:6] |f:0.1|. Procedure details: Pentyltriphenylphosphonium bromide (1.17 g, 2.83 mmol) and ether (5 ml) were mixed, and to this solution was added a hexane solution (1.6M, 1.77 ml) of n-butyllithium (2.83 mmol). The mixture was stirred at room temperature for 2 hours. A THF solution (3 ml) of 5-(4,4-dimethyl-4,5-dihydrooxazol-2-yl)-2-methoxybenzaldehyde (600.8 mg, 2.58 mmol) was added to this solution, and the mixture was stirred for 1.5 hours. Water (5 ml) was added to stop the reaction. The aqueous layer was extracted 3 time... The reactants are [OH-].[K+] (potassium hydroxide), [N+](=O)([O-])C1=CC=C(C=C1)S(=O)(=O)N1CCN(CC1)C1=CC(=CC=C1)Cl (1-[(p-Nitrophenyl)sulfonyl]-4-(m-chlorophenyl)piperazine), TiCl3, [OH-].[NH4+] (ammonium hydroxide). Reagents/catalysts: [Cl-].[Cl-].[Cl-].[Ti+3] (titanium trichloride). Solvent: CCOCC (ether). Product: ClC=1C=C(C=CC1)N1CCNCC1 (4-(m-chlorophenyl)piperazine). As a reaction SMILES: [N+](C1C=CC(S([N:13]2[CH2:18][CH2:17][N:16]([C:19]3[CH:24]=[CH:23][CH:22]=[C:21]([Cl:25])[CH:20]=3)[CH2:15][CH2:14]2)(=O)=O)=CC=1)([O-])=O.[OH-].[NH4+].[OH-].[K+]>CCOCC.[Cl-].[Cl-].[Cl-].[Ti+3]>[Cl:25][C:21]1[CH:20]=[C:19]([N:16]2[CH2:17][CH2:18][NH:13][CH2:14][CH2:15]2)[CH:24]=[CH:23][CH:22]=1 |f:1.2,3.4,6.7.8.9|. Procedure: 1-[(p-Nitrophenyl)sulfonyl]-4-(m-chlorophenyl)piperazine is reduced with aqueous titanium trichloride in ether solution by dropwise addition of aqueous TiCl3 until the purple color is no longer discharged. The reaction progress is followed by thin layer chromatography. Work-up with concentrated ammonium hydroxide and subsequently aqueous potassium hydroxide followed by isolation, drying, and concentration of the organic layer gives 1-[p-aminophenyl)sulfonyl]-4-(m-chlorophenyl)piperazine. Starting materials: [Al+3], C1CCOC1, COCOc1ccc(F)cc1C(=O)OC, [H-], [H-], [H-], [H-], [Li+], [Mg+2], [NH4+], O=S(=O)([O-])[O-]. The product is COCOc1ccc(F)cc1CO. As a reaction SMILES: [Al+3:2].[CH2:29]1[O:30][CH2:31][CH2:32][CH2:33]1.[F:7][c:8]1[cH:9][cH:10][c:11]([O:18][CH2:19][O:20][CH3:21])[c:12]([C:13](=[O:14])[O:15][CH3:16])[cH:17]1.[H-:1].[H-:4].[H-:5].[H-:6].[Li+:3].[Mg+2:23].[NH4+:22].[O-:24][S:25](=[O:26])(=[O:27])[O-:28]>>[F:7][c:8]1[cH:9][cH:10][c:11]([O:18][CH2:19][O:20][CH3:21])[c:12]([CH2:13][OH:14])[cH:17]1.